This data is from the Open Reaction Database (ORD), a public repository of structured organic reaction records. The task is: describe an organic reaction: reactants, conditions, products, and yield The reactants are C(C)(C)OC1C[C@H]([C@H](CC1)NC([C@H](CCSC)NC(OCC1=CC=CC=C1)=O)=O)CS(=O)(=O)C(C)C (benzyl (S)-1-((1S,2R)-4-isopropoxy-2-(isopropylsulfonyl methyl)cyclohexylamino)-4-(methylthio)-1-oxobutan-2-ylcarbamate), C(=O)([O-])[O-].[Cs+].[Cs+] (Cs2CO3). The solvent is CS(=O)C (DMSO). Run at time 4 hour. Yields the product C(C)(C)O[C@H]1C[C@H]([C@H](CC1)N1C([C@H](CC1)NC(OCC1=CC=CC=C1)=O)=O)CS(=O)(=O)C(C)C (benzyl (S)-1-((1S,2R,4R)-4-isopropoxy-2-(isopropylsulfonylmethyl)cyclohexyl)-2-oxopyrrolidin-3-ylcarbamate). As a reaction SMILES: [CH:1]([O:4][CH:5]1[CH2:10][CH2:9][C@H:8]([NH:11][C:12](=[O:29])[C@@H:13]([NH:18][C:19](=[O:28])[O:20][CH2:21][C:22]2[CH:27]=[CH:26][CH:25]=[CH:24][CH:23]=2)[CH2:14][CH2:15]SC)[C@H:7]([CH2:30][S:31]([CH:34]([CH3:36])[CH3:35])(=[O:33])=[O:32])[CH2:6]1)([CH3:3])[CH3:2].C([O-])([O-])=O.[Cs+].[Cs+]>CS(C)=O>[CH:1]([O:4][C@@H:5]1[CH2:10][CH2:9][C@H:8]([N:11]2[CH2:15][CH2:14][C@H:13]([NH:18][C:19](=[O:28])[O:20][CH2:21][C:22]3[CH:23]=[CH:24][CH:25]=[CH:26][CH:27]=3)[C:12]2=[O:29])[C@H:7]([CH2:30][S:31]([CH:34]([CH3:35])[CH3:36])(=[O:32])=[O:33])[CH2:6]1)([CH3:3])[CH3:2] |f:1.2.3|. Procedure details: A solution of benzyl (S)-1-((1S,2R)-4-isopropoxy-2-(isopropylsulfonyl methyl)cyclohexylamino)-4-(methylthio)-1-oxobutan-2-ylcarbamate (2.8 g, 5.16 mMol) was stirred at rt. After 24 h the solution was evaporated. The residue was redissolved in CH2Cl2 and evaporated. This process was repeated four more times. The residue was dried in vacuo to get a yellow foamy solid. This solid was dissolved in DMSO and treated with Cs2CO3 (3.36 g, 10.32 mMol). The reaction was set to stir at rt. After 4 h, the r... Starting materials: C1(=CC=CC=C1)C=1NC=2C=CC=C3C2C1CCNC3=O (2-Phenyl-3,4,5,6-tetrahydro-1H-azepino[5,4,3-cd]indol-6-one), tricyclic bromide, ClC1=C(C=CC=C1)B(O)O (2-chlorophenylboronic acid). The product is ClC1=C(C=CC=C1)C=1NC=2C=CC=C3C2C1CCNC3=O (2-(2-chlorophenyl)-1,3,4,5-tetrahydro-azepino[5,4,3-cd]indol-6-one). As a reaction SMILES: [C:1]1([C:7]2[NH:8][C:9]3[CH:10]=[CH:11][CH:12]=[C:13]4[C:19](=[O:20])[NH:18][CH2:17][CH2:16][C:15]=2[C:14]=34)[CH:6]=[CH:5][CH:4]=[CH:3][CH:2]=1.[Cl:21]C1C=CC=CC=1B(O)O>>[Cl:21][C:6]1[CH:5]=[CH:4][CH:3]=[CH:2][C:1]=1[C:7]1[NH:8][C:9]2[CH:10]=[CH:11][CH:12]=[C:13]3[C:19](=[O:20])[NH:18][CH2:17][CH2:16][C:15]=1[C:14]=23. Procedure details: In a manner similar to that described for Compound 12, the tricyclic bromide (210 mg, 0.79 mmol) and 2-chlorophenylboronic acid (136 mg, 0.87 mmol) were coupled to yield 2-(2-chlorophenyl)-1,3,4,5-tetrahydro-azepino[5,4,3-cd]indol-6-one, 78 mg (33%), as a shiny white solid. mp 275° C. (dec); 1H NMR (300 MHz, d6-DMSO) δ 2.76 (m, 2H), 3.38 (m, 2H), 7.23 (app t, 1H, J=7.8 Hz), 7.56 (m, 5H), 7.71 (dd, 1H, J=7.5, 0.9 Hz), 8.07 (br t, 1H), 11.53 (br s, 1H); MS (FAB, MH+) 297; Anal. (C17H13N2OCl.0.15 H... Starting materials: C(C1=CC=CC=C1)(=O)O (benzoic acid), C(C)(=O)OC=C (vinyl acetate). Run at temperature 65 celsius. Product: C(C1=CC=CC=C1)(=O)OC=C (vinyl benzoate). Reaction SMILES: [C:1]([OH:9])(=[O:8])[C:2]1[CH:7]=[CH:6][CH:5]=[CH:4][CH:3]=1.[C:10](OC=C)(=O)[CH3:11]>>[C:1]([O:9][CH:10]=[CH2:11])(=[O:8])[C:2]1[CH:7]=[CH:6][CH:5]=[CH:4][CH:3]=1. Procedure details: The catalyst is suspended once more in the mixture of benzoic acid and vinyl acetate and the batch is heated to 65° C., affording again about 7 g of vinyl benzoate after 30 hours. Reaction conditions: time 1.5 hour. Yield: 89.1%. The solvent is C1CCOC1 (THF), C(Cl)Cl (DCM). Procedure details: A mixture of tert-butyl 3-(2-(2-hydroxyethoxy)ethoxy)-2,2-dimethylpropanoate (49) (6.87 g, 26.2 mmol), 5-methyl-1H-tetrazole (4.40 g, 52.4 mmol), and dibenzyl diethylphosphoramidite (12.47 g, 39.3 mmol) in THF (66 mL) was allowed to stir at RT for 1.5 h. The solution was cooled to 0° C. and m-CPBA (10.85 g, 47.1 mmol) was slowly added, the mixture was allowed to stir at RT for 16 h. The reaction was diluted with DCM (200 mL) and washed with sat. NaHCO3 (aq.) (4×100 mL), the organic layer was dri... RXN SMILES: [OH:1][CH2:2][CH2:3][O:4][CH2:5][CH2:6][O:7][CH2:8][C:9]([CH3:18])([CH3:17])[C:10]([O:12][C:13]([CH3:16])([CH3:15])[CH3:14])=[O:11].CC1NN=NN=1.C(N(CC)[P:28]([O:37][CH2:38][C:39]1[CH:44]=[CH:43][CH:42]=[CH:41][CH:40]=1)[O:29][CH2:30][C:31]1[CH:36]=[CH:35][CH:34]=[CH:33][CH:32]=1)C.C1C=C(Cl)C=C(C(OO)=[O:55])C=1>C1COCC1.C(Cl)Cl>[CH2:38]([O:37][P:28]([O:1][CH2:2][CH2:3][O:4][CH2:5][CH2:6][O:7][CH2:8][C:9]([CH3:18])([CH3:17])[C:10]([O:12][C:13]([CH3:16])([CH3:15])[CH3:14])=[O:11])([O:29][CH2:30][C:31]1[CH:32]=[CH:33][CH:34]=[CH:35][CH:36]=1)=[O:55])[C:39]1[CH:40]=[CH:41][CH:42]=[CH:43][CH:44]=1. Starting materials: C1=CC(=CC(=C1)Cl)C(=O)OO (m-CPBA), OCCOCCOCC(C(=O)OC(C)(C)C)(C)C (tert-Butyl 3-(2-(2-hydroxyethoxy)ethoxy)-2,2-dimethylpropanoate), CC1=NN=NN1 (5-methyl-1H-tetrazole), C(C)N(P(OCC1=CC=CC=C1)OCC1=CC=CC=C1)CC (dibenzyl diethylphosphoramidite). Yields the product C(C1=CC=CC=C1)OP(=O)(OCC1=CC=CC=C1)OCCOCCOCC(C(=O)OC(C)(C)C)(C)C (tert-Butyl 3-(2-(2-((bis(benzyloxy)phosphoryl)oxy)ethoxy)ethoxy)-2,2-dimethylpropanoate). The reactants are COC=1C=CC=C2CCC(CC12)NCCC (N-(8-methoxytetralin-2-yl)-N-propylamine), N1=C(C=C2N1C=CC=C2)CC(=O)O (2-pyrazolo[1,5-a]pyridinyl acetic acid). The product is COC=1C=CC=C2CCC(CC12)N(CCC1=NN2C(C=CC=C2)=C1)CCC (N-(8-Methoxytetralin-2-yl)-N-propyl-N-(2-pyrazolo[1,5-a]pyridinylethyl)amine). Reaction SMILES: [CH3:1][O:2][C:3]1[CH:4]=[CH:5][CH:6]=[C:7]2[C:12]=1[CH2:11][CH:10]([NH:13][CH2:14][CH2:15][CH3:16])[CH2:9][CH2:8]2.[N:17]1[N:21]2[CH:22]=[CH:23][CH:24]=[CH:25][C:20]2=[CH:19][C:18]=1[CH2:26][C:27](O)=O>>[CH3:1][O:2][C:3]1[CH:4]=[CH:5][CH:6]=[C:7]2[C:12]=1[CH2:11][CH:10]([N:13]([CH2:14][CH2:15][CH3:16])[CH2:27][CH2:26][C:18]1[CH:19]=[C:20]3[CH:25]=[CH:24][CH:23]=[CH:22][N:21]3[N:17]=1)[CH2:9][CH2:8]2. Procedure: Synthesis works according to the preparation of A4-1 or A4-4 when using N-(8-methoxytetralin-2-yl)-N-propylamine (A2-1: R═OMe) and 2-pyrazolo[1,5-a]pyridinyl acetic acid (A3-12: R═OMe, Cy=2-pyrazolo[1,5-a]pyridinyl) (synthesis according to literature: Awano, K. Chem Pharm Bull 1992, Vol 40, p 631; Löber, S Bioorg Med Chem Lett 2002, Vol 12, p 2377) and subsequent reaction according to the synthesis of A5-1. Reactants: C(CCCC)OC=1C=C(C(C(=O)OC)=CC1)C(=O)OC (Dimethyl 4-pentyloxyphthalate), Cl (hydrochloric acid), [OH-].[Na+] (sodium hydroxide). Solvent: CO (methanol). Reaction conditions: time 6.5 hour. Yields the product crude product, C(CCCC)OC=1C=C(C(C(=O)O)=CC1)C(=O)O (4-pentyloxyphthalic acid). RXN SMILES: [CH2:1]([O:6][C:7]1[CH:8]=[C:9]([C:17]([O:19]C)=[O:18])[C:10](=[CH:15][CH:16]=1)[C:11]([O:13]C)=[O:12])[CH2:2][CH2:3][CH2:4][CH3:5].[OH-].[Na+].Cl>CO>[CH2:1]([O:6][C:7]1[CH:8]=[C:9]([C:17]([OH:19])=[O:18])[C:10](=[CH:15][CH:16]=1)[C:11]([OH:13])=[O:12])[CH2:2][CH2:3][CH2:4][CH3:5] |f:1.2|. Reported procedure: Dimethyl 4-pentyloxyphthalate (3.0 g, 10.7 mmol) was dissolved in methanol (20 ml), and a 1N aqueous sodium hydroxide solution (25 ml) was added to this solution. The mixture was stirred at room temperature for 6.5 hours. A 3N aqueous hydrochloric acid solution (20 ml) was added to this reaction mixture. The mixture was extracted with ethyl acetate (40 ml×3), and washed with saturated brine (30 ml). The organic layer was dried over anhydrous magnesium sulfate. The drying agent was filtered off, ... Reactants: CCOC(=O)C(Cl)Cc1cc(N2C(=O)c3ccccc3C2=O)c(F)cc1Cl, O. Yields the product CCOC(=O)C=Cc1cc(N2C(=O)c3ccccc3C2=O)c(F)cc1Cl. Reaction SMILES: [Cl:1][CH:2]([C:3](=[O:4])[O:5][CH2:6][CH3:7])[CH2:8][c:9]1[c:10]([Cl:27])[cH:11][c:12]([F:26])[c:13]([N:15]2[C:16](=[O:25])[c:17]3[c:18]([cH:21][cH:22][cH:23][cH:24]3)[C:19]2=[O:20])[cH:14]1.[OH2:28]>>[CH:2]([C:3](=[O:4])[O:5][CH2:6][CH3:7])=[CH:8][c:9]1[c:10]([Cl:27])[cH:11][c:12]([F:26])[c:13]([N:15]2[C:16](=[O:25])[c:17]3[c:18]([cH:21][cH:22][cH:23][cH:24]3)[C:19]2=[O:20])[cH:14]1.